The task is: describe an organic reaction: reactants, conditions, products, and yield. This data is from the Open Reaction Database (ORD), a public repository of structured organic reaction records. The reactants are CC(C)(C)NS(=O)(=O)c1ccc(CBr)cc1F, C1CCOC1, CO, [NH4+], [OH-]. Product: CC(C)(C)NS(=O)(=O)c1ccc(CN)cc1F. Reaction SMILES: [Br:1][CH2:2][c:3]1[cH:4][c:5]([F:17])[c:6]([S:9](=[O:10])(=[O:11])[NH:12][C:13]([CH3:14])([CH3:15])[CH3:16])[cH:7][cH:8]1.[CH2:20]1[O:21][CH2:22][CH2:23][CH2:24]1.[CH3:25][OH:26].[NH4+:19].[OH-:18]>>[CH2:2]([c:3]1[cH:4][c:5]([F:17])[c:6]([S:9](=[O:10])(=[O:11])[NH:12][C:13]([CH3:14])([CH3:15])[CH3:16])[cH:7][cH:8]1)[NH2:19]. Reactants: C1CCOC1, COc1ccc(C=O)c(OC)n1, [Li]CCCC, [Cl-], [NH4+], C#Cc1ccccc1. The product is COc1ccc(C(O)C#Cc2ccccc2)c(OC)n1. As a reaction SMILES: [CH2:28]1[O:29][CH2:30][CH2:31][CH2:32]1.[CH3:14][O:15][c:16]1[n:17][c:18]([O:24][CH3:25])[cH:19][cH:20][c:21]1[CH:22]=[O:23].[CH3:9][CH2:10][CH2:11][CH2:12][Li:13].[Cl-:26].[NH4+:27].[c:1]1([C:7]#[CH:8])[cH:2][cH:3][cH:4][cH:5][cH:6]1>>[c:1]1([C:7]#[C:8][CH:22]([c:21]2[c:16]([O:15][CH3:14])[n:17][c:18]([O:24][CH3:25])[cH:19][cH:20]2)[OH:23])[cH:2][cH:3][cH:4][cH:5][cH:6]1. Reactants: ClC=1C=C(C=CC1)C1=NC=2N(C3=CC=C(C=C13)C(O)(C1=CN=CN1C)C1=CC=C(C=C1)Cl)N=NN2 ((±)-5-(3-chlorophenyl)-α-(4-chlorophenyl)-α-(1-methyl-1H-imidazol-5-yl)tetrazolo[1,5-a]quinazoline-7-methanol), S(=O)(=O)=NC(=O)N (sulfonylurea), Ice water. Run at temperature 160 celsius, time 5 hour. Product: ClC=1C=C(C=CC1)C1=NC=2N(C3=CC=C(C=C13)C(N)(C1=CN=CN1C)C1=CC=C(C=C1)Cl)N=NN2 ((±)-5-(3-chlorophenyl)-α-(4-chloro-phenyl)-α-(1-methyl-1H-imidazol-5-yl)tetrazolo[1,5-a]quinazoline-7-methanamine). Yield: 26106.5%. Reaction SMILES: [Cl:1][C:2]1[CH:3]=[C:4]([C:8]2[C:17]3[C:12](=[CH:13][CH:14]=[C:15]([C:18]([C:26]4[CH:31]=[CH:30][C:29]([Cl:32])=[CH:28][CH:27]=4)([C:20]4[N:24]([CH3:25])[CH:23]=[N:22][CH:21]=4)O)[CH:16]=3)[N:11]3[N:33]=[N:34][N:35]=[C:10]3[N:9]=2)[CH:5]=[CH:6][CH:7]=1.S(=[N:39]C(N)=O)(=O)=O>>[Cl:1][C:2]1[CH:3]=[C:4]([C:8]2[C:17]3[C:12](=[CH:13][CH:14]=[C:15]([C:18]([C:26]4[CH:31]=[CH:30][C:29]([Cl:32])=[CH:28][CH:27]=4)([C:20]4[N:24]([CH3:25])[CH:23]=[N:22][CH:21]=4)[NH2:39])[CH:16]=3)[N:11]3[N:33]=[N:34][N:35]=[C:10]3[N:9]=2)[CH:5]=[CH:6][CH:7]=1. Reported procedure: A mixture of intermediate (3) (0.0061 mol) and sodium azide (0.0079 mol) in N,N-dimethylacetamide (DMA)(20 ml) was stirred at 50° C. for 18 hours. The mixture was cooled to room temperature and poured out into ice water. The precipitate was filtered off, washed with H2O thoroughly and taken up in CH2Cl2. The organic solution was dried, filtered and the solvent was evaporated. The residue was crystallized from CH3CN DIPE. The precipitate was filtered off and dried yielding 2.3 g (75%) of (±)-5-(3... The reactants are C1(=CC=C(C=C1)CC(C)=O)C1=CC=CC=C1 (1-(4-biphenylyl)-2-propanone), ClC1=CC=C(CCl)C=C1 (4chlorobenzyl chloride), [OH-].[Na+] (sodium hydroxide), C(C)OCC (ethyl ether). The solvent is O (water). The product is C1(=CC=C(C=C1)C(C(C)=O)CC1=CC=C(C=C1)Cl)C1=CC=CC=C1 (3-(4-biphenylyl)-4-(4-chlorophenyl)-2-butanone). The yield is 53.2%. As a reaction SMILES: [C:1]1([C:11]2[CH:16]=[CH:15][CH:14]=[CH:13][CH:12]=2)[CH:6]=[CH:5][C:4]([CH2:7][C:8](=[O:10])[CH3:9])=[CH:3][CH:2]=1.[Cl:17][C:18]1[CH:25]=[CH:24][C:21]([CH2:22]Cl)=[CH:20][CH:19]=1.[OH-].[Na+].C(OCC)C>O>[C:1]1([C:11]2[CH:12]=[CH:13][CH:14]=[CH:15][CH:16]=2)[CH:2]=[CH:3][C:4]([CH:7]([CH2:22][C:21]2[CH:24]=[CH:25][C:18]([Cl:17])=[CH:19][CH:20]=2)[C:8](=[O:10])[CH3:9])=[CH:5][CH:6]=1 |f:2.3|. Reported procedure: 9.93 g of 1-(4-biphenylyl)-2-propanone, 8.4 g of 4chlorobenzyl chloride and 2.1 g of sodium hydroxide were mixed and heated for 5 hours with stirring on an oil bath of 80° to 90° C. The reaction solution was left to cool to room temperature. Then, ethyl ether and water were added thereto. The organic layer was collected by separation and then dried over anhydrous magnesium sulfate. The drying agent was separated by filtration, and then the solvent was distilled off under reduced pressure. The re... The product is [N+](=O)([O-])C=C(NCCSCC1=C(N=CN1)C)NCC#C (1-Nitro-2-(2-propynylamino)-2-{2-[(4-methyl-1H-imidazol-5-yl)methylthio]ethylamino}ethylene). As a reaction SMILES: [N+:1]([CH:4]=[C:5](SC)[NH:6][CH2:7][CH2:8][S:9][CH2:10][C:11]1[NH:15][CH:14]=[N:13][C:12]=1[CH3:16])([O-:3])=[O:2].[CH2:19]([NH2:22])[C:20]#[CH:21]>C(#N)C>[N+:1]([CH:4]=[C:5]([NH:22][CH2:19][C:20]#[CH:21])[NH:6][CH2:7][CH2:8][S:9][CH2:10][C:11]1[NH:15][CH:14]=[N:13][C:12]=1[CH3:16])([O-:3])=[O:2]. Solvent: C(C)#N (acetonitrile). Reactants: 814,941, C(C#C)N (propargylamine), [N+](=O)([O-])C=C(NCCSCC1=C(N=CN1)C)SC (1-nitro-2-methylthio-2-{2-[(4-methyl-1H-imidazol-5-yl)methylthio]ethylamino}ethylene). Procedure details: A mixture of 1-nitro-2-methylthio-2-{2-[(4-methyl-1H-imidazol-5-yl)methylthio]ethylamino}ethylene prepared according to Belgian Pat. No. 814,941 (4.0 g, 0.014 mole) and distilled propargylamine (7.74 g, 0.14 mole) in acetonitrile (60 ml) was stirred at reflux temperature under a positive pressure of nitrogen for 18 hours. The reaction mixture was cooled, evaporated to dryness and then triturated under 20 ml of isopropyl alcohol to give the title compound (3.58 g, 87%). Column chromatography on s... The yield is 87.0%. Reactants: C1CCOC1, CO, Cl, [Na+], COC(=O)C1=Cc2cc(OC3CCOCC3)ccc2CCC1, [OH-]. The product is O=C(O)C1=Cc2cc(OC3CCOCC3)ccc2CCC1. As a reaction SMILES: [CH2:28]1[O:29][CH2:30][CH2:31][CH2:32]1.[CH3:26][OH:27].[ClH:25].[Na+:24].[O:1]1[CH2:2][CH2:3][CH:4]([O:7][c:8]2[cH:9][cH:10][c:11]3[c:12]([cH:22]2)[CH:13]=[C:14]([C:18](=[O:19])[O:20][CH3:21])[CH2:15][CH2:16][CH2:17]3)[CH2:5][CH2:6]1.[OH-:23]>>[O:1]1[CH2:2][CH2:3][CH:4]([O:7][c:8]2[cH:9][cH:10][c:11]3[c:12]([cH:22]2)[CH:13]=[C:14]([C:18](=[O:19])[OH:20])[CH2:15][CH2:16][CH2:17]3)[CH2:5][CH2:6]1. Starting materials: N12C(CC(CC1)CC2)OC2=CC=C(C=C2)C=2C=C1C=CNC1=CC2 (5-[4-(1-Azabicyclo[2.2.2]oct-yloxy)phenyl]-1H-indole), C(\C=C\C(=O)O)(=O)O (fumaric acid). Solvent: CCOC(=O)C.CCO (EtOAc EtOH). Yields the product C(\C=C\C(=O)O)(=O)O.N12CC(C(CC1)CC2)OC2=CC=C(C=C2)C=2C=C1C=CNC1=CC2 (5-[4-(1-Azabicyclo[2.2.2]oct-3-yloxy)phenyl]-1H-indole fumarate). RXN SMILES: N12CCC(CC1)CC2[O:9][C:10]1[CH:15]=[CH:14][C:13]([C:16]2[CH:17]=[C:18]3[C:22](=[CH:23][CH:24]=2)[NH:21][CH:20]=[CH:19]3)=[CH:12][CH:11]=1.[C:25]([OH:32])(=[O:31])/[CH:26]=[CH:27]/[C:28]([OH:30])=[O:29]>CCOC(C)=O.CCO>[C:25]([OH:32])(=[O:31])/[CH:26]=[CH:27]/[C:28]([OH:30])=[O:29].[N:21]12[CH2:22][CH2:28][CH:27]([CH2:19][CH2:20]1)[CH:26]([O:9][C:10]1[CH:11]=[CH:12][C:13]([C:16]3[CH:17]=[C:18]4[C:22](=[CH:23][CH:24]=3)[NH:21][CH:20]=[CH:19]4)=[CH:14][CH:15]=1)[CH2:25]2 |f:2.3,4.5|. Reported procedure: The product of Example 3A (80 mg, 0.25 mmol) was treated with fumaric acid (29 mg, 0.25 mmol) in EtOAc/EtOH (v. 1:1, 4 mL) at ambient temperature for 10 h. The title compound was obtained as solid (57 mg, yield, 52%). 1H NMR (300 MHz, CD3OD) δ 1.78-2.16 (m, 3H), 2.25-2.39 (m, 1H), 2.46-2.54 (m, 1H), 3.14-3.45 (m, 5H), 3.69-3.81 (m, 1H), 4.80-4.89 (m, 1H), 6.46 (dd, J=3.0, 1.0, 1H), 6.68 (s, 2H), 7.02 (dt, J=8.8, 2.5 Hz, 2H), 7.23 (d, J=3.1 Hz, 1H), 7.31 (dd, J=8.5, 2.0 Hz, 1H), 7.43 (dt, J=8.4, ... Reactants: CC(=O)O, O=C1C=CC(=O)O1, CC(CN)c1ccccc1. Product: CC(CNC(=O)C=CC(=O)O)c1ccccc1. RXN SMILES: [CH3:18][C:19](=[O:20])[OH:21].[O:1]=[C:2]1[O:3][C:4](=[O:5])[CH:6]=[CH:7]1.[c:8]1([CH:14]([CH2:15][NH2:16])[CH3:17])[cH:9][cH:10][cH:11][cH:12][cH:13]1>>[O:1]=[C:2]([CH:7]=[CH:6][C:4]([OH:3])=[O:5])[NH:16][CH2:15][CH:14]([c:8]1[cH:9][cH:10][cH:11][cH:12][cH:13]1)[CH3:17]. Product: Cl.ClCC1=NC=CC=C1F (2-chloromethyl-3- fluoropyridine hydrochloride). Conditions: temperature -10 celsius, time 3 hour. As a reaction SMILES: O[CH2:2][C:3]1[C:8]([F:9])=[CH:7][CH:6]=[CH:5][N:4]=1.S(Cl)([Cl:12])=O>ClCCl>[ClH:12].[Cl:12][CH2:2][C:3]1[C:8]([F:9])=[CH:7][CH:6]=[CH:5][N:4]=1 |f:3.4|. Solvent: ClCCl (dichloromethane). Starting materials: OCC1=NC=CC=C1F (2-hydroxymethyl-3-fluoropyridine), S(=O)(Cl)Cl (thionyl chloride). Isolated yield 94.8%. Reported procedure: To a solution of 2-hydroxymethyl-3-fluoropyridine (3.43 g, 27 mmol) in dichloromethane (30 mL) cooled to -10° C. was added neat thionyl chloride (4.4 mL, 60 mmol) dropwise over 5 minutes. The resultant pale green solution was stirred at -10° C. for 3 hours followed by evaporation to dryness to provide 4.66 g (.95%) of the titled product as an off-white crystalline solid: Reactants: COC(=O)c1ccc(CBr)cc1OC, CNc1ccc(OCc2c(C3CC3)cnn2-c2ccccc2OC(F)(F)F)cc1C, [H-], [Na+], CN(C)C=O, O. Yields the product COC(=O)c1ccc(CN(C)c2ccc(OCc3c(C4CC4)cnn3-c3ccccc3OC(F)(F)F)cc2C)cc1OC. Reaction SMILES: [CH3:33][O:34][C:35]([c:36]1[c:37]([O:44][CH3:45])[cH:38][c:39]([CH2:42][Br:43])[cH:40][cH:41]1)=[O:46].[CH:3]1([c:6]2[c:7]([CH2:22][O:23][c:24]3[cH:25][c:26]([CH3:32])[c:27]([NH:30][CH3:31])[cH:28][cH:29]3)[n:8](-[c:11]3[c:12]([O:17][C:18]([F:19])([F:20])[F:21])[cH:13][cH:14][cH:15][cH:16]3)[n:9][cH:10]2)[CH2:4][CH2:5]1.[H-:1].[Na+:2].[O:47]=[CH:48][N:49]([CH3:50])[CH3:51].[OH2:52]>>[CH:3]1([c:6]2[c:7]([CH2:22][O:23][c:24]3[cH:25][c:26]([CH3:32])[c:27]([N:30]([CH3:31])[CH2:42][c:39]4[cH:38][c:37]([O:44][CH3:45])[c:36]([C:35]([O:34][CH3:33])=[O:46])[cH:41][cH:40]4)[cH:28][cH:29]3)[n:8](-[c:11]3[c:12]([O:17][C:18]([F:19])([F:20])[F:21])[cH:13][cH:14][cH:15][cH:16]3)[n:9][cH:10]2)[CH2:4][CH2:5]1.